This data is from the Open Reaction Database (ORD), a public repository of structured organic reaction records. The task is: describe an organic reaction: reactants, conditions, products, and yield Reactants: COC1=CC=C(CN(C2=NC=C(C=N2)C=2C3=C(N=C(N2)N2CCOCC2)N(CC3)C3=CC=C(C(=O)O)C=C3)CC3=CC=C(C=C3)OC)C=C1 (4-(4-{2-[bis-(4-methoxy-benzyl)-amino]-pyrimidin-5-yl}-2-morpholin-4-yl-5,6-dihydro-pyrrolo[2,3-d]pyrimidine-7-yl)-benzoic acid), crude product, CN(CCN)C (N,N-dimethyl ethylenediamine), 1-D-19, 4-(4-{2-[bis-(4-methoxy-benzyl)-amino]-pyrimidin-5-yl}-2-morpholin-4-yl-5,6-dihydro-pyrrolo[2,3-d]pyrimidin-7-yl)-N-(2-dimethylamino-ethyl)-benzamide. The product is NC1=NC=C(C=N1)C=1C2=C(N=C(N1)N1CCOCC1)N(CC2)C2=CC=C(C(=O)NCCN(C)C)C=C2 (4-[4-(2-Amino-pyrimidin-5-yl)-2-morpholin-4-yl-5,6-dihydro-pyrrolo[2,3-d]pyrimidin-7-yl]-N-(2-dimethylamino-ethyl)-benzamide). Yield: 55.0%. RXN SMILES: COC1C=CC(C[N:8](CC2C=CC(OC)=CC=2)[C:9]2[N:14]=[CH:13][C:12]([C:15]3[C:16]4[CH2:29][CH2:28][N:27]([C:30]5[CH:38]=[CH:37][C:33]([C:34](O)=[O:35])=[CH:32][CH:31]=5)[C:17]=4[N:18]=[C:19]([N:21]4[CH2:26][CH2:25][O:24][CH2:23][CH2:22]4)[N:20]=3)=[CH:11][N:10]=2)=CC=1.[CH3:50][N:51]([CH3:55])[CH2:52][CH2:53][NH2:54]>>[NH2:8][C:9]1[N:14]=[CH:13][C:12]([C:15]2[C:16]3[CH2:29][CH2:28][N:27]([C:30]4[CH:38]=[CH:37][C:33]([C:34]([NH:54][CH2:53][CH2:52][N:51]([CH3:55])[CH3:50])=[O:35])=[CH:32][CH:31]=4)[C:17]=3[N:18]=[C:19]([N:21]3[CH2:22][CH2:23][O:24][CH2:25][CH2:26]3)[N:20]=2)=[CH:11][N:10]=1. Reported procedure: Using 4-(4-{2-[bis-(4-methoxy-benzyl)-amino]-pyrimidin-5-yl}-2-morpholin-4-yl-5,6-dihydro-pyrrolo[2,3-d]pyrimidine-7-yl)-benzoic acid (53.4 mg) obtained in Step A in Example 1-D-19 and N,N-dimethyl ethylenediamine (18 μl) instead of 3-(aminomethyl)pyridine, in the same manner as Step B in Example 1-D-19, 4-(4-{2-[bis-(4-methoxy-benzyl)-amino]-pyrimidin-5-yl}-2-morpholin-4-yl-5,6-dihydro-pyrrolo[2,3-d]pyrimidin-7-yl)-N-(2-dimethylamino-ethyl)-benzamide was obtained as a crude product. Then the PM... Reactants: BrCC(=O)C1=CC=C(C=C1)C (2-bromo-4′-methyl-acetophenone), N1=CC=CC=C1 (pyridine). Run in CC(=O)C (acetone). Product: [Br-].O=C(C[N+]1=CC=CC=C1)C1=CC=C(C=C1)C (1-(2-Oxo-2-p-tolyl-ethyl)-pyridinium bromide). The yield is 100.0%. As a reaction SMILES: [Br:1][CH2:2][C:3]([C:5]1[CH:10]=[CH:9][C:8]([CH3:11])=[CH:7][CH:6]=1)=[O:4].[N:12]1[CH:17]=[CH:16][CH:15]=[CH:14][CH:13]=1>CC(C)=O>[Br-:1].[O:4]=[C:3]([C:5]1[CH:10]=[CH:9][C:8]([CH3:11])=[CH:7][CH:6]=1)[CH2:2][N+:12]1[CH:17]=[CH:16][CH:15]=[CH:14][CH:13]=1 |f:3.4|. Reported procedure: To a solution of 2-bromo-4′-methyl-acetophenone (784 mg, 3.31 mmol) in acetone (7 mL) was added pyridine (243 μl, 3.02 mmol). The mixture was refluxed for 2 hours and the white solid formed was isolated by filtration and rinsed with Et2O in 100% yield: mp 213-214° C.; 1H NMR 400 MHz (DMSO-d6) δ 2.45 (s, 3H), 6.50 (s, 2H), 7.48 (d, 2H, J=7.3 Hz), 7.97 (d, 2H, J=7.8 Hz), 8.28 (m, 2H), 8.74 (t, 1H, J=7.3 Hz), 9.03 (d, 2H, J=5.9 Hz); Elem. anal. found: C, 55.46; H, 5.40; N, 4.85% (calcd for C14H14Br...